This data is from the Open Reaction Database (ORD), a public repository of structured organic reaction records. The task is: describe an organic reaction: reactants, conditions, products, and yield Starting materials: C(C)(C)(C)OC(NC1=CC(=C(C(=C1)Cl)Cl)Cl)=O (tert-Butyl(3,4,5-trichlorophenyl)carbamate), [OH-].[K+] (potassium hydroxide). Run at temperature 90 celsius. The product is C(C)(C)(C)OC(NC1=CC(=C(C(=C1)O)Cl)Cl)=O (tert-Butyl(3,4-dichloro-5-hydroxyphenyl)carbamate). As a reaction SMILES: [C:1]([O:5][C:6](=[O:17])[NH:7][C:8]1[CH:13]=[C:12](Cl)[C:11]([Cl:15])=[C:10]([Cl:16])[CH:9]=1)([CH3:4])([CH3:3])[CH3:2].[OH-:18].[K+]>>[C:1]([O:5][C:6](=[O:17])[NH:7][C:8]1[CH:13]=[C:12]([OH:18])[C:11]([Cl:15])=[C:10]([Cl:16])[CH:9]=1)([CH3:4])([CH3:3])[CH3:2] |f:1.2|. Procedure: In analogy to Example 63A, tert-butyl(3,4,5-trichlorophenyl)carbamate from Example 66A (3.98 g, 13.4 mmol) was reacted with potassium hydroxide (1.77 g, 26.8 mmol). The reaction mixture was heated to 80° C. overnight and subsequently to 90° C. for 3 h. The product was isolated by preparative HPLC to yield 760 mg (20%). Reactants: OC(CCC(CCOC(C)C)C)C1=CC2=C(C=C1)OCO2 (1-(1-hydroxy-6-isopropoxy-4-methyl-hexyl)-3,4-methylenedioxybenzene), O.C1(=CC=C(C=C1)S(=O)(=O)O)C (p-toluenesulphonic acid monohydrate). The solvent is C1=CC=CC=C1 (benzene). The product is C(C)(C)OCCC(CC=CC1=CC2=C(C=C1)OCO2)C (1-(6-isopropoxy-4-methyl-1-hexenyl)-3,4-methylenedioxybenzene). Reaction SMILES: O[CH:2]([C:13]1[CH:18]=[CH:17][C:16]2[O:19][CH2:20][O:21][C:15]=2[CH:14]=1)[CH2:3][CH2:4][CH:5]([CH3:12])[CH2:6][CH2:7][O:8][CH:9]([CH3:11])[CH3:10].O.C1(C)C=CC(S(O)(=O)=O)=CC=1>C1C=CC=CC=1>[CH:9]([O:8][CH2:7][CH2:6][CH:5]([CH3:12])[CH2:4][CH:3]=[CH:2][C:13]1[CH:18]=[CH:17][C:16]2[O:19][CH2:20][O:21][C:15]=2[CH:14]=1)([CH3:11])[CH3:10] |f:1.2|. Procedure: 6.50 g (0.022 mol) of 1-(1-hydroxy-6-isopropoxy-4-methyl-hexyl)-3,4-methylenedioxybenzene are boiled at reflux together with 0.30 g (0.0016 mol) of p-toluenesulphonic acid monohydrate in 500 cc of benzene over the course of 2 hours and using a Dean-Stark trap. After cooling to room temperature, the benzene solution is washed with saturated sodium bicarbonate solution, water and saturated sodium chloride solution, dried with sodium sulphate and evaporated in a vacuum. After chromatography of the ... Reactants: C(C1=CC=CC=C1)=O (benzaldehyde), enolate, C(C)C(=O)CC (diethyl ketone), (NH4)2SO4. Reaction conditions: temperature -78 celsius, time 10 second. The product is C1(=CC=CC=C1)C(C(C(CC)=O)C)O (5-phenyl-5-hydroxy-4-methylpentan-3-one). Yield: 72.0%. RXN SMILES: [CH:1](=[O:8])[C:2]1[CH:7]=[CH:6][CH:5]=[CH:4][CH:3]=1.[CH2:9]([C:11]([CH2:13][CH3:14])=[O:12])[CH3:10]>>[C:2]1([CH:1]([OH:8])[CH:9]([CH3:10])[C:11](=[O:12])[CH2:13][CH3:14])[CH:7]=[CH:6][CH:5]=[CH:4][CH:3]=1. Procedure details: 50 mmol (5.1 ml) of benzaldehyde are added at -78° C. to the manganous enolate of diethyl ketone, prepared by the procedure described above. After stirring for 10 seconds at -78° C., the reaction medium is hydroIyzed by the dropwise addition of a saturated solution of (NH4)2SO4. After decantation, filtration on hyflo-supercel and evaporation of the solvents under vacuum, 5-phenyl-5-hydroxy-4-methylpentan-3-one is isolated by low pressure liquid chromatography on 15 μm silica gel using cyclohexan... Reactants: CO, ClCCl, ClCCl, O=C(O)C(F)(F)F, CC(C)(C)OC(=O)NC(Cc1ccc(-n2c(Sc3cc4c(cc3Br)OCO4)nc3c(N)ncnc32)cc1)C(=O)OC1CCCC1. Product: Nc1ncnc2c1nc(Sc1cc3c(cc1Br)OCO3)n2-c1ccc(CC(N)C(=O)OC2CCCC2)cc1. Reaction SMILES: [CH3:53][OH:54].[Cl:55][CH2:56][Cl:57].[Cl:58][CH2:59][Cl:60].[F:46][C:47]([F:48])([F:49])[C:50]([OH:51])=[O:52].[NH2:1][c:2]1[c:3]2[n:4][c:5]([S:35][c:36]3[cH:37][c:38]4[c:39]([cH:43][c:44]3[Br:45])[O:40][CH2:41][O:42]4)[n:6](-[c:11]3[cH:12][cH:13][c:14]([CH2:15][CH:16]([NH:17][C:18]([O:19][C:20]([CH3:21])([CH3:22])[CH3:23])=[O:24])[C:25](=[O:26])[O:27][CH:28]4[CH2:29][CH2:30][CH2:31][CH2:32]4)[cH:33][cH:34]3)[c:7]2[n:8][cH:9][n:10]1>>[NH2:1][c:2]1[c:3]2[n:4][c:5]([S:35][c:36]3[cH:37][c:38]4[c:39]([cH:43][c:44]3[Br:45])[O:40][CH2:41][O:42]4)[n:6](-[c:11]3[cH:12][cH:13][c:14]([CH2:15][CH:16]([NH2:17])[C:25](=[O:26])[O:27][CH:28]4[CH2:29][CH2:30][CH2:31][CH2:32]4)[cH:33][cH:34]3)[c:7]2[n:8][cH:9][n:10]1. Reactants: C(C)(=O)NCCCS(=O)(=O)OCC([C@H](C(=O)OC)OCC1=CC=CC=C1)(C)C (methyl (2R)-4-{[3-(acetylamino)propyl]sulfonyloxy}-3,3-dimethyl-2-(phenylmethoxy)butanoate), benzyl ethers. Reagents/catalysts: [Pd] (palladium on activated carbon). Run in C(C)O (ethanol). Reaction conditions: time 8 hour. Yields the product C(C)(=O)NCCCS(=O)(=O)OCC([C@H](C(=O)OC)O)(C)C (Methyl (2R)-4-{[3-(acetylamino)propyl]sulfonyloxy}-2-hydroxy-3,3-dimethylbutanoate). Yield: 39.1%. Reaction SMILES: [C:1]([NH:4][CH2:5][CH2:6][CH2:7][S:8]([O:11][CH2:12][C:13]([CH3:28])([CH3:27])[C@@H:14]([O:19]CC1C=CC=CC=1)[C:15]([O:17][CH3:18])=[O:16])(=[O:10])=[O:9])(=[O:3])[CH3:2]>[Pd].C(O)C>[C:1]([NH:4][CH2:5][CH2:6][CH2:7][S:8]([O:11][CH2:12][C:13]([CH3:28])([CH3:27])[C@@H:14]([OH:19])[C:15]([O:17][CH3:18])=[O:16])(=[O:9])=[O:10])(=[O:3])[CH3:2]. Procedure: Following the general procedure for the hydrogenolysis of benzyl ethers of Description 18, a mixture of methyl (2R)-4-{[3-(acetylamino)propyl]sulfonyloxy}-3,3-dimethyl-2-(phenylmethoxy)butanoate acid (24c) (0.45 g, 1.1 mmol) and 400 mg of 10 wt.-% of palladium on activated carbon in 20 mL of ethanol (EtOH) was stirred overnight under a hydrogen atmosphere. After purification by mass-guided preparative HPLC, 140 mg (39% yield) of the title compound (24) was obtained as a colorless, viscous oil. 1...